From a dataset of the Open Reaction Database (ORD), a public repository of structured organic reaction records. describe an organic reaction: reactants, conditions, products, and yield The reactants are CC#N, O=C(CCl)N1CCN(C2CCC2)CC1, ClCCl, [I-], [K+], [K+], [Na+], O=C([O-])[O-], c1nc2c(nc1N1CCOCC1)CCNC2. Product: O=C(CN1CCc2nc(N3CCOCC3)cnc2C1)N1CCN(C2CCC2)CC1. RXN SMILES: [CH3:39][C:40]#[N:41].[Cl:25][CH2:26][C:27](=[O:28])[N:29]1[CH2:30][CH2:31][N:32]([CH:35]2[CH2:36][CH2:37][CH2:38]2)[CH2:33][CH2:34]1.[Cl:42][CH2:43][Cl:44].[I-:17].[K+:19].[K+:20].[Na+:18].[O-:21][C:22]([O-:23])=[O:24].[O:1]1[CH2:2][CH2:3][N:4]([c:7]2[n:8][c:9]3[c:10]([n:11][cH:12]2)[CH2:13][NH:14][CH2:15][CH2:16]3)[CH2:5][CH2:6]1>>[O:1]1[CH2:2][CH2:3][N:4]([c:7]2[n:8][c:9]3[c:10]([n:11][cH:12]2)[CH2:13][N:14]([CH2:26][C:27](=[O:28])[N:29]2[CH2:30][CH2:31][N:32]([CH:35]4[CH2:36][CH2:37][CH2:38]4)[CH2:33][CH2:34]2)[CH2:15][CH2:16]3)[CH2:5][CH2:6]1. RXN SMILES: [CH2:34]1[O:35][CH2:36][CH2:37][CH2:38]1.[CH3:18][Mg+:19].[Cl-:17].[Cl:20][C:21]1=[C:32]([Cl:33])[C:30](=[O:31])[C:27]([C:28]#[N:29])=[C:24]([C:25]#[N:26])[C:22]1=[O:23].[N+:1](=[O:2])([O-:3])[c:4]1[cH:5][c:6]2[c:7]([s:8][c:9]3[c:10]2[cH:11][cH:12][cH:13][cH:14]3)[cH:15][cH:16]1.[OH2:39]>>[N+:1](=[O:2])([O-:3])[c:4]1[c:5]([CH3:21])[c:6]2[c:7]([s:8][c:9]3[c:10]2[cH:11][cH:12][cH:13][cH:14]3)[cH:15][cH:16]1. Product: Cc1c([N+](=O)[O-])ccc2sc3ccccc3c12. Reactants: C1CCOC1, C[Mg+], [Cl-], N#CC1=C(C#N)C(=O)C(Cl)=C(Cl)C1=O, O=[N+]([O-])c1ccc2sc3ccccc3c2c1, O. Reactants: C([O-])([O-])=O.[Cs+].[Cs+] (cesium carbonate), C1(=CC=CC=C1)P(C1=C(C2=CC=CC=C2C=C1)C1=C(C=CC2=CC=CC=C12)P(C1=CC=CC=C1)C1=CC=CC=C1)C1=CC=CC=C1 (2,2′-bis(diphenylphosphino)-1,1′-binaphthyl), COC(=O)C1=CC=C(C=C1)C1=CC=C(C=C1)OS(=O)(=O)C(F)(F)F (4′-trifluoromethanesulfonyloxy-1,1′-biphenyl-4-carboxylic acid methyl ester), C[C@@H]1CN(C[C@@H](O1)C)C1=CC=C(C=C1)N1CCNCC1 (cis-2,6-dimethyl-4-(4-piperazinylphenyl)morpholine). The reagents and catalysts are C(C)(=O)[O-].[Pd+2].C(C)(=O)[O-] (palladium(II) acetate). Run in O1CCOCC1 (dioxane), O (water). Conditions: temperature 80 celsius, time 28 hour. Yields the product COC(=O)C1=CC=C(C=C1)C1=CC=C(C=C1)N1CCN(CC1)C1=CC=C(C=C1)N1C[C@H](O[C@H](C1)C)C (4′-[4-[4-(cis-2,6-dimethylmorpholin-4-yl)phenyl]piperazin-1-yl]-1,1′-biphenyl-4-carboxylic acid methyl ester). Isolated yield 55.2%. As a reaction SMILES: C(=O)([O-])[O-].[Cs+].[Cs+].C1(P(C2C=CC=CC=2)C2C=CC3C(=CC=CC=3)C=2C2C3C(=CC=CC=3)C=CC=2P(C2C=CC=CC=2)C2C=CC=CC=2)C=CC=CC=1.[CH3:53][C@H:54]1[O:59][C@@H:58]([CH3:60])[CH2:57][N:56]([C:61]2[CH:66]=[CH:65][C:64]([N:67]3[CH2:72][CH2:71][NH:70][CH2:69][CH2:68]3)=[CH:63][CH:62]=2)[CH2:55]1.[CH3:73][O:74][C:75]([C:77]1[CH:82]=[CH:81][C:80]([C:83]2[CH:88]=[CH:87][C:86](OS(C(F)(F)F)(=O)=O)=[CH:85][CH:84]=2)=[CH:79][CH:78]=1)=[O:76]>O1CCOCC1.C([O-])(=O)C.[Pd+2].C([O-])(=O)C.O>[CH3:73][O:74][C:75]([C:77]1[CH:82]=[CH:81][C:80]([C:83]2[CH:88]=[CH:87][C:86]([N:70]3[CH2:69][CH2:68][N:67]([C:64]4[CH:63]=[CH:62][C:61]([N:56]5[CH2:55][C@H:54]([CH3:53])[O:59][C@H:58]([CH3:60])[CH2:57]5)=[CH:66][CH:65]=4)[CH2:72][CH2:71]3)=[CH:85][CH:84]=2)=[CH:79][CH:78]=1)=[O:76] |f:0.1.2,7.8.9|. Procedure details: To a mixture of cesium carbonate (6.33 q), palladium(II) acetate (156 mg) and 2,2′-bis(diphenylphosphino)-1,1′-binaphthyl (648 mg) in dioxane (28 ml) was successively added cis-2,6-dimethyl-4-(4-piperazinylphenyl)morpholine (4.59 g) and 4′-trifluoromethanesulfonyloxy-1,1′-biphenyl-4-carboxylic acid methyl ester (5 g) in a stream of nitrogen. The mixture was stirred at ambient temperature for 30 minutes and at 80° C. for a further 28 hours. After cooling to room temperature, water was added to th... Reactants: NC1=C(C=C(C(=O)OC)C=C1)Cl (methyl 4-amino-3-chlorobenzoate), [H-].[Al+3].[Li+].[H-].[H-].[H-] (lithium aluminium hydride), NC1=CC(=C(C=C1Cl)CO)OC ((4-amino-5-chloro-2-methoxyphenyl)methanol). Solvent: O1CCCC1 (tetrahydrofuran). Yields the product NC1=C(C=C(C=C1)CO)Cl ((4-Amino-3-chlorophenyl)methanol). Reaction SMILES: [NH2:1][C:2]1[CH:11]=[CH:10][C:5]([C:6](OC)=[O:7])=[CH:4][C:3]=1[Cl:12].[H-].[Al+3].[Li+].[H-].[H-].[H-].NC1C(Cl)=CC(CO)=C(OC)C=1>O1CCCC1>[NH2:1][C:2]1[CH:11]=[CH:10][C:5]([CH2:6][OH:7])=[CH:4][C:3]=1[Cl:12] |f:1.2.3.4.5.6|. Procedure details: Obtained as a light brown solid (76%) starting from commercially available methyl 4-amino-3-chlorobenzoate (4 g; 0.021 mol) and lithium aluminium hydride (1.09 g; 0.028 mol) in 144 ml tetrahydrofuran following the experimental procedure as described for intermediate 38. Starting materials: NC=1C=C(C(=CC1)C=CC=1C(=CC(=CC1)N)S(=O)(=O)O)S(=O)(=O)O (4,4′-diaminostilbene-2,2′-disulfonic acid), S1C(=CC=C1C=O)C=O (2,5-thiophene dicarboxaldehyde). The reagents and catalysts are [Cl-].C(C1=CC=CC=C1)[N+](CC)(CC)CC (benzyltriethyl ammonium chloride). Run in C1CCOC1 (THF). Reaction conditions: time 2 day. Yields the product S1C=CC=C1.N1C=2C=C(C(=CC21)C=CC=2C(=CC1=C(C2)N1)S(=O)(=O)O)S(=O)(=O)O (4,4′-diiminostilbene-2,2′-disulfonic acid thiophene). Reaction SMILES: [NH2:1][C:2]1[CH:3]=[C:4]([S:21]([OH:24])(=[O:23])=[O:22])[C:5]([CH:8]=[CH:9][C:10]2[C:11]([S:17]([OH:20])(=[O:19])=[O:18])=[CH:12][C:13]([NH2:16])=[CH:14][CH:15]=2)=[CH:6][CH:7]=1.S1C(C=O)=CC=C1C=O>[Cl-].C([N+](CC)(CC)CC)C1C=CC=CC=1.C1COCC1>[S:21]1[CH:4]=[CH:5][CH:6]=[CH:7]1.[NH:1]1[C:7]2[CH:6]=[C:5]([CH:8]=[CH:9][C:10]3[C:11]([S:17]([OH:20])(=[O:19])=[O:18])=[CH:12][C:13]4[NH:16][C:14]=4[CH:15]=3)[C:4]([S:21]([OH:24])(=[O:23])=[O:22])=[CH:3][C:2]1=2 |f:2.3,5.6|. Procedure details: A volume of 60 ml distilled water and a few drops of 2M sodium hydroxide was required to dissolve the commercially available 4,4′-diaminostilbene-2,2′-disulfonic acid (155 mg, 0.41 mmol). After the addition of 40 ml THF, 2,5-thiophene dicarboxaldehyde (58 mg, 0.42 mmol) was added along with a catalytic amount of benzyltriethyl ammonium chloride. The red coloured solution was stirred at room temperature for two days. The solvent was removed under reduced pressure to afford the polymer as a red so... Reactants: C(C)(C)(C)OC(NC=1SC[C@H]2[C@@](N1)(CO[C@H](C2)CF)C2=C(C=CC=C2)F)=O (tert-Butyl[(4aR,6R,8aS)-6-(fluoromethyl)-8a-(2-fluorophenyl)-4,4a,5,6,8,8a-hexahydropyrano[3,4-d][1,3]thiazin-2-yl]carbamate), FC(C(=O)O)(F)F.FC1=C(C=CC=C1)[C@@]12N=C(SC[C@@H]1C[C@@H](OC2)COC(C)C)N ((4aR,6R,8aS)-8a-(2-fluorophenyl)-6-[(propan-2-yloxy)methyl]-4,4a,5,6,8,8a-hexahydropyrano[3,4-d][1,3]thiazin-2-amine, trifluoroacetate salt). Yields the product FC[C@H]1C[C@@H]2[C@@](N=C(SC2)N)(CO1)C1=C(C=CC=C1)F ((4aR,6R,8aS)-6-(fluoromethyl)-8a-(2-fluorophenyl)-4,4a,5,6,8,8a-hexahydropyrano[3,4-d][1,3]thiazin-2-amine). RXN SMILES: C(OC(=O)[NH:7][C:8]1[S:9][CH2:10][C@@H:11]2[CH2:17][C@H:16]([CH2:18][F:19])[O:15][CH2:14][C@:12]2([C:20]2[CH:25]=[CH:24][CH:23]=[CH:22][C:21]=2[F:26])[N:13]=1)(C)(C)C.FC(F)(F)C(O)=O.FC1C=CC=CC=1[C@]12CO[C@@H](COC(C)C)C[C@H]1CSC(N)=N2>>[F:19][CH2:18][C@@H:16]1[O:15][CH2:14][C@:12]2([C:20]3[CH:25]=[CH:24][CH:23]=[CH:22][C:21]=3[F:26])[N:13]=[C:8]([NH2:7])[S:9][CH2:10][C@@H:11]2[CH2:17]1 |f:1.2|. Procedure details: tert-Butyl[(4aR,6R,8aS)-6-(fluoromethyl)-8a-(2-fluorophenyl)-4,4a,5,6,8,8a-hexahydropyrano[3,4-d][1,3]thiazin-2-yl]carbamate (C26) was converted to the product according to the general procedure for the synthesis of (4aR,6R,8aS)-8a-(2-fluorophenyl)-6-[(propan-2-yloxy)methyl]-4,4a,5,6,8,8a-hexahydropyrano[3,4-d][1,3]thiazin-2-amine, trifluoroacetate salt (2) in Example 2. In this case, the reversed-phase HPLC purification was carried out using a different system (Column: Waters XBridge C18, 5 μm;...